This data is from the Open Reaction Database (ORD), a public repository of structured organic reaction records. The task is: describe an organic reaction: reactants, conditions, products, and yield Reactants: FC=1C=CC(=C(C1)C(CC(CNC1=C2C=CC(=NC2=CC=C1)CN1CCOCC1)(O)C(F)(F)F)(C)C)OC (4-(5-fluoro-2-methoxyphenyl)-1-(2-(morpholin-4-ylmethyl)quinolin-5-ylamino)-4-methyl-2-(trifluoromethyl)pentan-2-ol), B(Br)(Br)Br (boron tribromide). The solvent is ClCCl (dichloromethane). The product is FC=1C=CC(=C(C1)C(CC(CNC1=C2C=CC(=NC2=CC=C1)CN1CCOCC1)(O)C(F)(F)F)(C)C)O (4-(5-Fluoro-2-hydroxyphenyl)-1-(2-(morpholin-4-ylmethyl)quinolin-5-ylamino)-4-methyl-2-(trifluoromethyl)pentan-2-ol). RXN SMILES: [F:1][C:2]1[CH:3]=[CH:4][C:5]([O:37]C)=[C:6]([C:8]([CH3:36])([CH3:35])[CH2:9][C:10]([C:31]([F:34])([F:33])[F:32])([OH:30])[CH2:11][NH:12][C:13]2[CH:22]=[CH:21][CH:20]=[C:19]3[C:14]=2[CH:15]=[CH:16][C:17]([CH2:23][N:24]2[CH2:29][CH2:28][O:27][CH2:26][CH2:25]2)=[N:18]3)[CH:7]=1.B(Br)(Br)Br>ClCCl>[F:1][C:2]1[CH:3]=[CH:4][C:5]([OH:37])=[C:6]([C:8]([CH3:35])([CH3:36])[CH2:9][C:10]([C:31]([F:32])([F:34])[F:33])([OH:30])[CH2:11][NH:12][C:13]2[CH:22]=[CH:21][CH:20]=[C:19]3[C:14]=2[CH:15]=[CH:16][C:17]([CH2:23][N:24]2[CH2:29][CH2:28][O:27][CH2:26][CH2:25]2)=[N:18]3)[CH:7]=1. Reported procedure: Analogously to Example 38, 80 mg (0.15 mmol) of 4-(5-fluoro-2-methoxyphenyl)-1-(2-(morpholin-4-ylmethyl)quinolin-5-ylamino)-4-methyl-2-(trifluoromethyl)pentan-2-ol is mixed with 3.0 ml (3.0 mmol) of a 1 M boron tribromide solution in dichloromethane. After working-up and purification on silica gel with hexane-ethyl acetate (0-100%) as well as ethyl acetate-methanol (0-20%), 53 mg (68% of theory) of the product is obtained. Starting materials: Cc1cn(-c2ccc(Br)cc2C#N)cn1, Nc1nc(Cc2ccccc2)ns1. Yields the product Cc1cn(-c2ccc(Nc3nc(Cc4ccccc4)ns3)cc2C#N)cn1. As a reaction SMILES: [Br:1][c:2]1[cH:3][cH:4][c:5](-[n:10]2[cH:11][n:12][c:13]([CH3:15])[cH:14]2)[c:6]([C:7]#[N:8])[cH:9]1.[CH2:16]([c:17]1[cH:18][cH:19][cH:20][cH:21][cH:22]1)[c:23]1[n:24][s:25][c:26]([NH2:28])[n:27]1>>[c:2]1([NH:28][c:26]2[s:25][n:24][c:23]([CH2:16][c:17]3[cH:18][cH:19][cH:20][cH:21][cH:22]3)[n:27]2)[cH:3][cH:4][c:5](-[n:10]2[cH:11][n:12][c:13]([CH3:15])[cH:14]2)[c:6]([C:7]#[N:8])[cH:9]1.